Dataset: the Open Reaction Database (ORD), a public repository of structured organic reaction records. Task: describe an organic reaction: reactants, conditions, products, and yield Reactants: CN1N=C(C=C(C1=O)NCC=1SC(=NN1)C)OC[C@@H]1[C@H](C1)C1=NC=C(C=C1)C (2-methyl-4-((5-methyl-1,3,4-thiadiazol-2-yl)methylamino)-6-(((1S,2S)-2-(5-methyl pyridin-2-yl)cyclopropyl)methoxy)pyridazin-3(2H)-one), CC=1SC(=CN1)CN ((2-methylthiazol-5-yl)methanamine), C=1C=CC(=CC1)P(C=2C=CC=CC2)C3=CC=C4C=CC=CC4=C3C5=C6C=CC=CC6=CC=C5P(C=7C=CC=CC7)C=8C=CC=CC8 (BINAP), CC(C)(C)[O-].[Na+] (NaOtBu), NH4HCO3. Reagents/catalysts: C=1C=CC(=CC1)/C=C/C(=O)/C=C/C2=CC=CC=C2.C=1C=CC(=CC1)/C=C/C(=O)/C=C/C2=CC=CC=C2.C=1C=CC(=CC1)/C=C/C(=O)/C=C/C2=CC=CC=C2.[Pd].[Pd] (Pd2(dba)3). The solvent is O (water), C1(=CC=CC=C1)C (toluene), C(C)#N (acetonitrile), O (water). Reaction conditions: temperature 85 celsius, time 4 hour. Yields the product CN1N=C(C=C(C1=O)NCC1=CN=C(S1)C)OC[C@@H]1[C@H](C1)C1=NN(C=C1)C (2-methyl-6-(((1S,2S)-2-(1-methyl-1H-pyrazol-3-yl)cyclopropyl)methoxy)-4-((2-methylthiazol-5-yl)methylamino)pyridazin-3(2H)-one). RXN SMILES: [CH3:1][N:2]1[C:7](=[O:8])[C:6]([NH:9][CH2:10][C:11]2[S:12][C:13]([CH3:16])=[N:14]N=2)=[CH:5][C:4]([O:17][CH2:18][C@H:19]2[CH2:21][C@@H:20]2[C:22]2[CH:27]=[CH:26]C(C)=C[N:23]=2)=[N:3]1.C[C:30]1SC(CN)=C[N:34]=1.[CH:37]1C=CC(P(C2C(C3C(P(C4C=CC=CC=4)C4C=CC=CC=4)=CC=C4C=3C=CC=C4)=C3C(C=CC=C3)=CC=2)C2C=CC=CC=2)=CC=1.CC([O-])(C)C.[Na+]>C1(C)C=CC=CC=1.C(#N)C.O.C1C=CC(/C=C/C(/C=C/C2C=CC=CC=2)=O)=CC=1.C1C=CC(/C=C/C(/C=C/C2C=CC=CC=2)=O)=CC=1.C1C=CC(/C=C/C(/C=C/C2C=CC=CC=2)=O)=CC=1.[Pd].[Pd]>[CH3:1][N:2]1[C:7](=[O:8])[C:6]([NH:9][CH2:10][C:11]2[S:12][C:13]([CH3:16])=[N:14][CH:37]=2)=[CH:5][C:4]([O:17][CH2:18][C@H:19]2[CH2:21][C@@H:20]2[C:22]2[CH:27]=[CH:26][N:34]([CH3:30])[N:23]=2)=[N:3]1 |f:3.4,8.9.10.11.12|. Procedure: To the solution of 4-bromo-2-methyl-6-(((1S,2S)-2-(1-methyl-1H-pyrazol-3-yl)cyclo propyl)methoxy)pyridazin-3(2H)-one (made according to Example 1, by replacing ((1S,2S)-2-(5-methylpyridin-2-yl)cyclopropyl)methanol with ((1S,2S)-2-(1-methyl-1H-pyrazol-3-yl)cyclopropyl)methanol, 27 mg, 0.08 mmol) in toluene (2 mL) under N2, (2-methylthiazol-5-yl)methanamine (13 mg, 0.096 mmol), Pd2(dba)3 (7 mg, 0.008 mmol), BINAP (7 mg, 0.012 mmol) and NaOtBu (9 mg, 0.096 mmol) were added. After the reaction mixtu... Starting materials: ClC1=CC=C(C=C1)C1=C(C(=CC=2N=C(SC21)C=C(C)C)C)OC (7-(4-chlorophenyl)-6-methoxy-5-methyl-2-(2-methylprop-1-enyl)benzo[d]thiazole). The reagents and catalysts are I(=O)(=O)(=O)O.[O-2].[O-2].[O-2].[Cr+6] (periodic acid chromium trioxide). Product: ClC1=CC=C(C=C1)C1=C(C(=CC=2N=C(SC21)C=C(C)C)C)O (7-(4-chlorophenyl)-5-methyl-2-(2-methylprop-1-enyl)benzo[d]thiazol-6-ol). RXN SMILES: [Cl:1][C:2]1[CH:7]=[CH:6][C:5]([C:8]2[C:16]3[S:15][C:14]([CH:17]=[C:18]([CH3:20])[CH3:19])=[N:13][C:12]=3[CH:11]=[C:10]([CH3:21])[C:9]=2[O:22]C)=[CH:4][CH:3]=1>I(O)(=O)(=O)=O.[O-2].[O-2].[O-2].[Cr+6]>[Cl:1][C:2]1[CH:3]=[CH:4][C:5]([C:8]2[C:16]3[S:15][C:14]([CH:17]=[C:18]([CH3:19])[CH3:20])=[N:13][C:12]=3[CH:11]=[C:10]([CH3:21])[C:9]=2[OH:22])=[CH:6][CH:7]=1 |f:1.2.3.4.5|. Procedure: Compound 8E was synthesized from compound 8D according to the procedure used to prepare compound 5C of Example 1. Starting materials: CN1CCOCC1 (N-Methylmorpholine), Cl.OCCCC[C@H](N)C(=O)OC (6-hydroxy-L-norleucine, methyl ester, hydrochloride), C1(C=2C(C(N1N[C@@H](CC=1SC=CC1)C(=O)O)=O)=CC=CC2)=O (N-phthalimido-3-(2-thienyl)-L-alanine), OC1=CC=CC=2NN=NC21 (hydroxybenzotriazole), C(C)N=C=NCCCN(C)C (1-ethyl-3-(3-dimethylaminopropyl)-carbodiimide). Run in C(Cl)Cl (methylene chloride), CN(C=O)C (dimethylformamide). Run at temperature 0 celsius, time 30 minute. Product: C1(C=2C(C(N1N[C@@H](CC=1SC=CC1)C(=O)N[C@@H](CCCCO)C(=O)OC)=O)=CC=CC2)=O (N-[N-Phthalimido-3-(2-thienyl)-L-alanyl]-6-hydroxy-L-norleucine, methy ester). RXN SMILES: CN1CCOCC1.Cl.[OH:9][CH2:10][CH2:11][CH2:12][CH2:13][C@@H:14]([C:16]([O:18][CH3:19])=[O:17])[NH2:15].[C:20]1(=[O:41])[N:24]([NH:25][C@H:26]([C:33](O)=[O:34])[CH2:27][C:28]2[S:29][CH:30]=[CH:31][CH:32]=2)[C:23](=[O:36])[C:22]2=[CH:37][CH:38]=[CH:39][CH:40]=[C:21]12.OC1C2N=NNC=2C=CC=1.C(N=C=NCCCN(C)C)C>C(Cl)Cl.CN(C)C=O>[C:23]1(=[O:36])[N:24]([NH:25][C@H:26]([C:33]([NH:15][C@H:14]([C:16]([O:18][CH3:19])=[O:17])[CH2:13][CH2:12][CH2:11][CH2:10][OH:9])=[O:34])[CH2:27][C:28]2[S:29][CH:30]=[CH:31][CH:32]=2)[C:20](=[O:41])[C:21]2=[CH:40][CH:39]=[CH:38][CH:37]=[C:22]12 |f:1.2|. Procedure details: N-Methylmorpholine (1.51 ml., 14.5 mmol.) was added to a solution of 6-hydroxy-L-norleucine, methyl ester, hydrochloride (8.53 mmol.) in methylene chloride (34 ml)/dimethylformamide (9 ml.) at room temperature under argon. The resulting mixture was cooled to 0° C. and N-phthalimido-3-(2-thienyl)-L-alanine (2.57 g., 8.54 mmol.), hydroxybenzotriazole (1.19 g., 8.80 mmol.) and 1-ethyl-3-(3-dimethylaminopropyl)-carbodiimide (1.80 g., 9.4 mmol.) were added sequentially. After stirring at 0° C. for 30...